From a dataset of the Open Reaction Database (ORD), a public repository of structured organic reaction records. describe an organic reaction: reactants, conditions, products, and yield The reactants are N1=C(C=CC=C1)C(=O)OCC (ethyl picolinate), IC=1C=NNC1 (4-iodopyrazole), C(CCC)[Li] (n-butyllithium). Product: N1N=CC(=C1)C(=O)C1=NC=CC=C1 ((1H-pyrazol-4-yl)-pyridin-2-ylmethanone). Run in [Cl-].[NH4+] (ammonium chloride), O1CCCC1 (tetrahydrofuran), CCCCCC (hexane). Procedure details: To a solution of 4-iodopyrazole (1.0 g) in tetrahydrofuran (10 mL), a solution of n-butyllithium in hexane (2.6 M, 4.8 mL) was added dropwise at −10° C. and stirred at room temperature for 1 hour. The reaction mixture was cooled to −10° C. and ethyl picolinate (0.86 g) was added thereto, followed by stirring at room temperature for 1.5 hours. The reaction mixture was diluted with saturated aqueous ammonium chloride and extracted with diethyl ether. The organic layer was washed with brine, dried ... RXN SMILES: I[C:2]1[CH:3]=[N:4][NH:5][CH:6]=1.C([Li])CCC.[N:12]1[CH:17]=[CH:16][CH:15]=[CH:14][C:13]=1[C:18](OCC)=[O:19]>O1CCCC1.CCCCCC.[Cl-].[NH4+]>[NH:4]1[CH:3]=[C:2]([C:18]([C:13]2[CH:14]=[CH:15][CH:16]=[CH:17][N:12]=2)=[O:19])[CH:6]=[N:5]1 |f:5.6|. Isolated yield 10.1%. Reaction conditions: time 1 hour. Reaction SMILES: [CH2:32]1[O:33][CH2:34][CH2:35][CH2:36]1.[Cl:24][N:25]1[C:26](=[O:27])[CH2:28][CH2:29][C:30]1=[O:31].[F:1][c:2]1[cH:3][cH:4][c:5](-[n:8]2[c:9]([CH3:23])[cH:10][cH:11][c:12]2-[c:13]2[cH:14][cH:15][c:16]([S:19](=[O:20])(=[O:21])[CH3:22])[cH:17][cH:18]2)[cH:6][cH:7]1>>[F:1][c:2]1[cH:3][cH:4][c:5](-[n:8]2[c:9]([CH3:23])[c:10]([Cl:24])[cH:11][c:12]2-[c:13]2[cH:14][cH:15][c:16]([S:19](=[O:20])(=[O:21])[CH3:22])[cH:17][cH:18]2)[cH:6][cH:7]1. The product is Cc1c(Cl)cc(-c2ccc(S(C)(=O)=O)cc2)n1-c1ccc(F)cc1. Reactants: C1CCOC1, O=C1CCC(=O)N1Cl, Cc1ccc(-c2ccc(S(C)(=O)=O)cc2)n1-c1ccc(F)cc1. Reactants: [OH-].[Na+] (sodium hydroxide), COC(=O)C=1SC(=CC1C=C)C1=CC=C(C=C1)Cl (5-(4-chloro-phenyl)-3-vinyl-thiophene-2-carboxylic acid methyl ester), OO (hydrogen peroxide), C12CCCC(CCC1)B2 (9-borabicyclo[3.3.1]nonane). Solvent: O1CCCC1 (tetrahydrofuran). Reaction conditions: temperature 0 celsius, time 16 hour. The product is COC(=O)C=1SC(=CC1CCO)C1=CC=C(C=C1)Cl (5-(4-Chloro-phenyl)-3-(2-hydroxy-ethyl)-thiophene-2-carboxylic acid methyl ester). The yield is 100.1%. As a reaction SMILES: [CH3:1][O:2][C:3]([C:5]1[S:6][C:7]([C:12]2[CH:17]=[CH:16][C:15]([Cl:18])=[CH:14][CH:13]=2)=[CH:8][C:9]=1[CH:10]=[CH2:11])=[O:4].C12BC(CCC1)CCC2.[OH:28]O.[OH-].[Na+]>O1CCCC1>[CH3:1][O:2][C:3]([C:5]1[S:6][C:7]([C:12]2[CH:13]=[CH:14][C:15]([Cl:18])=[CH:16][CH:17]=2)=[CH:8][C:9]=1[CH2:10][CH2:11][OH:28])=[O:4] |f:3.4|. Reported procedure: Dissolve 5-(4-chloro-phenyl)-3-vinyl-thiophene-2-carboxylic acid methyl ester (5.35 g, 19.19 mmol) in tetrahydrofuran (220 mL) and cool to 0° C. Slowly add 9-borabicyclo[3.3.1]nonane (112 mL, 0.5 M, 56 mmol), warm the reaction to room temperature with stirring for 16 h. Cool the mixture to 0° C. and slowly add hydrogen peroxide (74 mL, 721 mmol) followed by 5 N sodium hydroxide (74 mL, 370 mmol). Add water (14 mL) and extract with ethyl acetate (3×150 mL). Dry the solution over Na2SO4, filter an... Starting materials: C(C1=CC=CC=C1)N(C=1C=C(C(=O)O)C=CC1)S(=O)(=O)C=1C=NC=CC1 (3-[benzyl-(pyridine-3-sulfonyl)-amino]-benzoic acid), C(C)(C)N (isopropylamine). Product: C(C1=CC=CC=C1)N(C=1C=C(C(=O)NC(C)C)C=CC1)S(=O)(=O)C=1C=NC=CC1 (3-[Benzyl-(pyridine-3-sulfonyl)-amino]-N-isopropyl-benzamide). RXN SMILES: [CH2:1]([N:8]([S:18]([C:21]1[CH:22]=[N:23][CH:24]=[CH:25][CH:26]=1)(=[O:20])=[O:19])[C:9]1[CH:10]=[C:11]([CH:15]=[CH:16][CH:17]=1)[C:12]([OH:14])=O)[C:2]1[CH:7]=[CH:6][CH:5]=[CH:4][CH:3]=1.[CH:27]([NH2:30])([CH3:29])[CH3:28]>>[CH2:1]([N:8]([S:18]([C:21]1[CH:22]=[N:23][CH:24]=[CH:25][CH:26]=1)(=[O:19])=[O:20])[C:9]1[CH:10]=[C:11]([CH:15]=[CH:16][CH:17]=1)[C:12]([NH:30][CH:27]([CH3:29])[CH3:28])=[O:14])[C:2]1[CH:7]=[CH:6][CH:5]=[CH:4][CH:3]=1. Reported procedure: 3-[Benzyl-(pyridine-3-sulfonyl)-amino]-N-isopropyl-benzamide was prepared from 3-[benzyl-(pyridine-3-sulfonyl)-amino]-benzoic acid and isopropylamine according to the method described for Example 2. HPLC retention time 5.46 min. Mass spectrum (APCI+) m/z 410 (M+H). Reactants: lithium hexamethyldisilylazide, C(C)OC(CN(C1CC1)C(=O)OC(C)(C)C)=O ((tert-butoxycarbonyl-cyclopropyl-amino)-acetic acid ethyl ester), C(C)(=O)Cl (acetyl chloride). The solvent is C1CCOC1 (THF). Run at time 1 hour. Yields the product C(C)OC(C(C(C)=O)N(C1CC1)C(=O)OC(C)(C)C)=O (2-(tert-Butoxycarbonyl-cyclopropyl-amino)-3-oxo-butyric acid ethyl ester). Yield: 67.8%. Reaction SMILES: [CH2:1]([O:3][C:4](=[O:17])[CH2:5][N:6]([C:10]([O:12][C:13]([CH3:16])([CH3:15])[CH3:14])=[O:11])[CH:7]1[CH2:9][CH2:8]1)[CH3:2].[C:18](Cl)(=[O:20])[CH3:19]>C1COCC1>[CH2:1]([O:3][C:4](=[O:17])[CH:5]([N:6]([C:10]([O:12][C:13]([CH3:16])([CH3:15])[CH3:14])=[O:11])[CH:7]1[CH2:8][CH2:9]1)[C:18](=[O:20])[CH3:19])[CH3:2]. Procedure details: To solution of 63 ml (1 M in THF, 63 mmol) of lithium hexamethyldisilylazide cooled to −78° C. under Ar was added, drop wise, a solution of 7.3 g (30 mmol) of (tert-butoxycarbonyl-cyclopropyl-amino)-acetic acid ethyl ester in 10 ml of THF. The mixture was brought to −40° C. and stirred for 1 h. 2.3 ml (30 mmol) of acetyl chloride was then added and the mixture allowed to reach room temperature over 1 h after which time the reaction was quenched by addition to 10% citric acid solution. The mixtur... The reactants are FC(C=1C=CC(=CC1)O)(F)F (α,α,α-trifluoro-p-cresol), C[O-].[Na+] (sodium methoxide), [I-].[K+] (potassium iodide), BrC(C(=O)OC)C1=CC=C(C=C1)OC1=CC=C(C=C1)Cl (methyl α-bromo-α-[p-(p-chlorophenoxy)phenyl]acetate). The solvent is O (water), CO (methanol), C1=CC=CC=C1 (benzene). RXN SMILES: [F:1][C:2]([F:11])([F:10])[C:3]1[CH:4]=[CH:5][C:6]([OH:9])=[CH:7][CH:8]=1.C[O-].[Na+].[I-].[K+].Br[CH:18]([C:23]1[CH:28]=[CH:27][C:26]([O:29][C:30]2[CH:35]=[CH:34][C:33]([Cl:36])=[CH:32][CH:31]=2)=[CH:25][CH:24]=1)[C:19]([O:21][CH3:22])=[O:20]>CO.C1C=CC=CC=1.O>[F:1][C:2]([F:10])([F:11])[C:3]1[CH:4]=[CH:5][C:6]([O:9][CH:18]([C:23]2[CH:28]=[CH:27][C:26]([O:29][C:30]3[CH:31]=[CH:32][C:33]([Cl:36])=[CH:34][CH:35]=3)=[CH:25][CH:24]=2)[C:19]([O:21][CH3:22])=[O:20])=[CH:7][CH:8]=1 |f:1.2,3.4|. Product: FC(C1=CC=C(C=C1)OC(C(=O)OC)C1=CC=C(C=C1)OC1=CC=C(C=C1)Cl)(F)F (Methyl α-(α,α,α-trifluoro-p-tolyloxy)-α-[p-(p-chlorophenoxy)phenyl]acetate). Procedure: To a solution of 4.08 g of α,α,α-trifluoro-p-cresol, 1.19 g of sodium methoxide and 50 mg of potassium iodide in 40 ml of methanol is added 7.11 g of methyl α-bromo-α-[p-(p-chlorophenoxy)phenyl]acetate in 10 ml of benzene. The mixture is refluxed overnight and then poured into 100 ml of water. The mixture is then extracted with 2 × 75 ml of ether. The combined extracts are washed with 2 × 50 ml of 5% NaOH, 50 ml of water, 50 ml of saturated brine and dried (MgSO4). Evaporation of the solvent yie... The reactants are C(C)(=O)OCC (Ethyl acetate), CC1(C(N(C(N1)=O)C(=O)C1=CC=CC2=CC=CC=C12)=O)C1=CC=CC=C1 (5-Methyl-3-naphthylcarbonyl-5-phenylimidazolidine -2,4-dione), FC1=CC=C(CBr)C=C1 (4-fluorobenzyl bromide), [H-].[Na+] (sodium hydride). The solvent is CN(C)C=O (DMF). Run at time 8 hour. Product: FC1=CC=C(CN2C(N(C(C2(C2=CC=CC=C2)C)=O)C(=O)C2=CC=CC3=CC=CC=C23)=O)C=C1 (1-(4-Fluorobenzyl)-5-methyl-3-naphthylcarbonyl-5-phenylimidazolidine -2,4-dione). Isolated yield 67.3%. Reaction SMILES: [CH3:1][C:2]1([C:21]2[CH:26]=[CH:25][CH:24]=[CH:23][CH:22]=2)[NH:6][C:5](=[O:7])[N:4]([C:8]([C:10]2[C:19]3[C:14](=[CH:15][CH:16]=[CH:17][CH:18]=3)[CH:13]=[CH:12][CH:11]=2)=[O:9])[C:3]1=[O:20].[H-].[Na+].[F:29][C:30]1[CH:37]=[CH:36][C:33]([CH2:34]Br)=[CH:32][CH:31]=1.C(OCC)(=O)C>CN(C=O)C>[F:29][C:30]1[CH:37]=[CH:36][C:33]([CH2:34][N:6]2[C:2]([CH3:1])([C:21]3[CH:26]=[CH:25][CH:24]=[CH:23][CH:22]=3)[C:3](=[O:20])[N:4]([C:8]([C:10]3[C:19]4[C:14](=[CH:15][CH:16]=[CH:17][CH:18]=4)[CH:13]=[CH:12][CH:11]=3)=[O:9])[C:5]2=[O:7])=[CH:32][CH:31]=1 |f:1.2|. Procedure details: 5-Methyl-3-naphthylcarbonyl-5-phenylimidazolidine -2,4-dione (43 mg) was dissolved in DMF (0.4 mL), and sodium hydride (60%, in oil) (5 mg) was added. Then, 4-fluorobenzyl bromide (24 mg) was added, and the mixture was stirred at room temperature overnight. Ethyl acetate (9.5 mL) was added to the reaction solution, separated out white precipitates were filtered, and the filtrate was concentrated and purified by silica gel chromatography (hexane:ethyl acetate=2:1) to obtain 38 mg of white crystal...